From a dataset of the Open Reaction Database (ORD), a public repository of structured organic reaction records. describe an organic reaction: reactants, conditions, products, and yield Starting materials: O=C([O-])[O-], C1COCCO1, COC(=O)c1nc(Br)c2cc(Sc3ccccc3)ccc2c1O, CB1OBOBO1, [K+], [K+], c1ccc(P(c2ccccc2)(c2ccccc2)[Pd](P(c2ccccc2)(c2ccccc2)c2ccccc2)(P(c2ccccc2)(c2ccccc2)c2ccccc2)P(c2ccccc2)(c2ccccc2)c2ccccc2)cc1. Product: COC(=O)c1nc(C)c2cc(Sc3ccccc3)ccc2c1O. Reaction SMILES: [C:31](=[O:32])([O-:33])[O-:34].[CH2:37]1[O:38][CH2:39][CH2:40][O:41][CH2:42]1.[CH3:1][O:2][C:3](=[O:4])[c:5]1[n:6][c:7]([Br:23])[c:8]2[cH:9][c:10]([S:16][c:17]3[cH:18][cH:19][cH:20][cH:21][cH:22]3)[cH:11][cH:12][c:13]2[c:14]1[OH:15].[CH3:24][B:25]1[O:26][BH:27][O:28][BH:29][O:30]1.[K+:35].[K+:36].[cH:43]1[cH:44][cH:45][c:46]([P:47]([Pd:48]([P:49]([c:50]2[cH:51][cH:52][cH:53][cH:54][cH:55]2)([c:56]2[cH:57][cH:58][cH:59][cH:60][cH:61]2)[c:62]2[cH:63][cH:64][cH:65][cH:66][cH:67]2)([P:68]([c:69]2[cH:70][cH:71][cH:72][cH:73][cH:74]2)([c:75]2[cH:76][cH:77][cH:78][cH:79][cH:80]2)[c:81]2[cH:82][cH:83][cH:84][cH:85][cH:86]2)[P:87]([c:88]2[cH:89][cH:90][cH:91][cH:92][cH:93]2)([c:94]2[cH:95][cH:96][cH:97][cH:98][cH:99]2)[c:100]2[cH:101][cH:102][cH:103][cH:104][cH:105]2)([c:106]2[cH:107][cH:108][cH:109][cH:110][cH:111]2)[c:112]2[cH:113][cH:114][cH:115][cH:116][cH:117]2)[cH:118][cH:119]1>>[CH3:1][O:2][C:3](=[O:4])[c:5]1[n:6][c:7]([CH3:24])[c:8]2[cH:9][c:10]([S:16][c:17]3[cH:18][cH:19][cH:20][cH:21][cH:22]3)[cH:11][cH:12][c:13]2[c:14]1[OH:15]. Starting materials: Brc1nccs1, C1CCOC1, COC(=O)c1ccc(C=O)cc1, CC(C)[Mg+], [Cl-]. Yields the product COC(=O)c1ccc(C(O)c2nccs2)cc1. RXN SMILES: [Br:1][c:2]1[s:3][cH:4][cH:5][n:6]1.[CH2:24]1[O:25][CH2:26][CH2:27][CH2:28]1.[CH:12](=[O:13])[c:14]1[cH:15][cH:16][c:17]([C:18](=[O:19])[O:20][CH3:21])[cH:22][cH:23]1.[CH:8]([Mg+:9])([CH3:10])[CH3:11].[Cl-:7]>>[c:2]1([CH:12]([OH:13])[c:14]2[cH:15][cH:16][c:17]([C:18](=[O:19])[O:20][CH3:21])[cH:22][cH:23]2)[s:3][cH:4][cH:5][n:6]1. The reactants are C[N-]c1cccc(C(=O)C2CCN(C)CC2)c1, Cl. Yields the product CN1CCC(C(=O)c2cccc(N)c2)CC1. As a reaction SMILES: [CH3:1][N-:2][c:3]1[cH:4][c:5]([C:6](=[O:7])[CH:8]2[CH2:9][CH2:10][N:11]([CH3:14])[CH2:12][CH2:13]2)[cH:15][cH:16][cH:17]1.[ClH:18]>>[NH2:2][c:3]1[cH:4][c:5]([C:6](=[O:7])[CH:8]2[CH2:9][CH2:10][N:11]([CH3:14])[CH2:12][CH2:13]2)[cH:15][cH:16][cH:17]1. Reactants: COc1cccc2c1CCC(CBr)=C2, CC(C)(C)[O-], CN(C)C=O, CCOC(C)=O, Cl, [K+], C1COCCOCCOCCOCCOCCO1, O=c1ccc(C(c2ccccc2)c2ccccc2)n[nH]1. Yields the product COc1cccc2c1CCC(Cn1nc(C(c3ccccc3)c3ccccc3)ccc1=O)=C2. RXN SMILES: [Br:45][CH2:46][C:47]1=[CH:56][c:55]2[c:50]([c:51]([O:57][CH3:58])[cH:52][cH:53][cH:54]2)[CH2:49][CH2:48]1.[CH3:1][C:2]([CH3:3])([O-:4])[CH3:5].[CH3:60][N:61]([CH3:62])[CH:63]=[O:64].[CH3:65][CH2:66][O:67][C:68](=[O:69])[CH3:70].[ClH:59].[K+:6].[O:7]1[CH2:8][CH2:9][O:10][CH2:11][CH2:12][O:13][CH2:14][CH2:15][O:16][CH2:17][CH2:18][O:19][CH2:20][CH2:21][O:22][CH2:23][CH2:24]1.[c:25]1([CH:31]([c:32]2[cH:33][cH:34][c:35](=[O:38])[nH:36][n:37]2)[c:39]2[cH:40][cH:41][cH:42][cH:43][cH:44]2)[cH:26][cH:27][cH:28][cH:29][cH:30]1>>[c:25]1([CH:31]([c:32]2[cH:33][cH:34][c:35](=[O:38])[n:36]([CH2:46][C:47]3=[CH:56][c:55]4[c:50]([c:51]([O:57][CH3:58])[cH:52][cH:53][cH:54]4)[CH2:49][CH2:48]3)[n:37]2)[c:39]2[cH:40][cH:41][cH:42][cH:43][cH:44]2)[cH:26][cH:27][cH:28][cH:29][cH:30]1. Reactants: C1CCOC1, CCN(C(C)C)C(C)C, NCc1nc2ncncc2c(=O)[nH]1, O=C(Cl)CCc1ccccc1. Yields the product O=C(CCc1ccccc1)NCc1nc2ncncc2c(=O)[nH]1. Reaction SMILES: [CH2:34]1[O:35][CH2:36][CH2:37][CH2:38]1.[CH:14]([N:15]([CH2:16][CH3:17])[CH:18]([CH3:19])[CH3:20])([CH3:21])[CH3:22].[NH2:1][CH2:2][c:3]1[nH:4][c:5](=[O:13])[c:6]2[c:7]([n:8][cH:9][n:10][cH:11]2)[n:12]1.[c:23]1([CH2:29][CH2:30][C:31](=[O:32])[Cl:33])[cH:24][cH:25][cH:26][cH:27][cH:28]1>>[NH:1]([CH2:2][c:3]1[nH:4][c:5](=[O:13])[c:6]2[c:7]([n:8][cH:9][n:10][cH:11]2)[n:12]1)[C:31]([CH2:30][CH2:29][c:23]1[cH:24][cH:25][cH:26][cH:27][cH:28]1)=[O:32]. The reactants are C(C)(=O)N1CCC(CC1)C(=O)N1C[C@H]([C@@H](CC1)NC(N(C)C1=CC(=CC(=C1)C(F)(F)F)C(F)(F)F)=O)C1=CC(=C(C=C1)Cl)Cl (3-[(3R,4R)-1-[(1-acetylpiperidin-4-yl)carbonyl]-3-(3,4-dichlorophenyl)piperidin-4-yl]-1-[3,5-bis(trifluoromethyl)phenyl]-1-methylurea), C(C)I (ethyl iodide). The product is C(C)(=O)N1CCC(CC1)C(=O)N1C[C@H]([C@@H](CC1)N(C(=O)N(C)C1=CC(=CC(=C1)C(F)(F)F)C(F)(F)F)CC)C1=CC(=C(C=C1)Cl)Cl (1-[(3R,4R)-1-[(1-acetylpiperidin-4-yl)carbonyl]-3-(3,4-dichlorophenyl)piperidin-4-yl]-3-[3,5-bis(trifluoromethyl)phenyl]-1-ethyl-3-methylurea). As a reaction SMILES: [C:1]([N:4]1[CH2:9][CH2:8][CH:7]([C:10]([N:12]2[CH2:17][CH2:16][C@@H:15]([NH:18][C:19](=[O:36])[N:20]([C:22]3[CH:27]=[C:26]([C:28]([F:31])([F:30])[F:29])[CH:25]=[C:24]([C:32]([F:35])([F:34])[F:33])[CH:23]=3)[CH3:21])[C@H:14]([C:37]3[CH:42]=[CH:41][C:40]([Cl:43])=[C:39]([Cl:44])[CH:38]=3)[CH2:13]2)=[O:11])[CH2:6][CH2:5]1)(=[O:3])[CH3:2].[CH2:45](I)[CH3:46]>>[C:1]([N:4]1[CH2:5][CH2:6][CH:7]([C:10]([N:12]2[CH2:17][CH2:16][C@@H:15]([N:18]([CH2:45][CH3:46])[C:19]([N:20]([C:22]3[CH:23]=[C:24]([C:32]([F:35])([F:33])[F:34])[CH:25]=[C:26]([C:28]([F:29])([F:30])[F:31])[CH:27]=3)[CH3:21])=[O:36])[C@H:14]([C:37]3[CH:42]=[CH:41][C:40]([Cl:43])=[C:39]([Cl:44])[CH:38]=3)[CH2:13]2)=[O:11])[CH2:8][CH2:9]1)(=[O:3])[CH3:2]. Procedure: By reaction and purification in the same manner as in the method described in Example 2 and using the compound obtained in Example 40 and ethyl iodide, the title compound was obtained. Starting materials: O=C(Cl)OC(Cl)(Cl)Cl, CCN(C(C)C)C(C)C, NOC1CCN(S(=O)(=O)c2ccc(OC(F)(F)F)cc2)CC1, Nc1cccc(F)c1, C1CCOC1. Yields the product O=C(NOC1CCN(S(=O)(=O)c2ccc(OC(F)(F)F)cc2)CC1)Nc1cccc(F)c1. RXN SMILES: [C:23]([Cl:24])([O:25][C:26]([Cl:27])([Cl:28])[Cl:30])=[O:29].[CH:39]([N:40]([CH2:41][CH3:42])[CH:43]([CH3:44])[CH3:45])([CH3:46])[CH3:47].[F:1][C:2]([O:3][c:4]1[cH:5][cH:6][c:7]([S:10](=[O:11])(=[O:12])[N:13]2[CH2:14][CH2:15][CH:16]([O:19][NH2:20])[CH2:17][CH2:18]2)[cH:8][cH:9]1)([F:21])[F:22].[NH2:31][c:32]1[cH:33][cH:34][cH:35][c:36]([F:37])[cH:38]1.[O:48]1[CH2:49][CH2:50][CH2:51][CH2:52]1>>[F:1][C:2]([O:3][c:4]1[cH:5][cH:6][c:7]([S:10](=[O:11])(=[O:12])[N:13]2[CH2:14][CH2:15][CH:16]([O:19][NH:20][C:23](=[O:29])[NH:31][c:32]3[cH:33][cH:34][cH:35][c:36]([F:37])[cH:38]3)[CH2:17][CH2:18]2)[cH:8][cH:9]1)([F:21])[F:22]. The reactants are FC1=C(C=CC(=C1)I)NC1=C(C=CC2=C1C=NS2)C(=O)O (4-(2-fluoro-4-iodo-phenylamino)-benzo[d]iso-thiazole-5-carboxylic acid), C(C)(C)N(CC)C(C)C (diisopropylethylamine), C=1C=CC2=C(C1)N=NN2O (HOBt), NOC[C@H](C)O ((S)-1-aminooxy-propan-2-ol), CCN=C=NCCCN(C)C (EDCI). The solvent is CN(C)C=O (DMF), C(C)(=O)OCC (ethyl acetate). Reaction conditions: time 16 hour. The product is O[C@H](CONC(=O)C=1C=CC2=C(C=NS2)C1NC1=C(C=C(C=C1)I)F)C (4-(2-Fluoro-4-iodo-phenylamino)-benzo[d]isothiazole-5-carboxylic acid ((S)-2-hydroxy-propoxy)-amide). The yield is 26.0%. RXN SMILES: [F:1][C:2]1[CH:7]=[C:6]([I:8])[CH:5]=[CH:4][C:3]=1[NH:9][C:10]1[C:15]2[CH:16]=[N:17][S:18][C:14]=2[CH:13]=[CH:12][C:11]=1[C:19]([OH:21])=O.C(N(C(C)C)CC)(C)C.C1C=CC2N(O)N=NC=2C=1.[NH2:41][O:42][CH2:43][C@@H:44]([OH:46])[CH3:45].CCN=C=NCCCN(C)C>CN(C=O)C.C(OCC)(=O)C>[OH:46][C@@H:44]([CH3:45])[CH2:43][O:42][NH:41][C:19]([C:11]1[CH:12]=[CH:13][C:14]2[S:18][N:17]=[CH:16][C:15]=2[C:10]=1[NH:9][C:3]1[CH:4]=[CH:5][C:6]([I:8])=[CH:7][C:2]=1[F:1])=[O:21]. Reported procedure: To a solution of 4-(2-fluoro-4-iodo-phenylamino)-benzo[d]iso-thiazole-5-carboxylic acid (150 mg, 0.362 mmol), diisopropylethylamine (0.25 mL, 1.45 mmol), HOBt (98 mg, 0.724 mmol) and (S)-1-aminooxy-propan-2-ol (92 mg, 0.724 mmol in DMF (2 mL) was added EDCI (139 mg, 0.724 mmol). The reaction mixture was stirred for 16 hours at room temperature, diluted with ethyl acetate, and washed with water, a saturated aqueous solution of sodium hydrogen carbonate, then brine before being dried (Na2SO4), fil... The reactants are O(C1=CC=CC=C1)C1=CC=C(C=C1)C1CCNCC1 (4-(4-phenoxyphenyl)-piperidine), COC1=C(C=CCBr)C=CC(=C1OC)OC ((2,3,4-trimethoxy)cinnamyl bromide). The product is O(C1=CC=CC=C1)C1=CC=C(C=C1)C1CCN(CC1)CC=CC1=C(C(=C(C=C1)OC)OC)OC (4-(4-phenoxyphenyl)-1-[3-(2,3,4-trimethoxyphenyl)-2-propenyl1piperidine). RXN SMILES: [O:1]([C:8]1[CH:13]=[CH:12][C:11]([CH:14]2[CH2:19][CH2:18][NH:17][CH2:16][CH2:15]2)=[CH:10][CH:9]=1)[C:2]1[CH:7]=[CH:6][CH:5]=[CH:4][CH:3]=1.[CH3:20][O:21][C:22]1[C:31]([O:32][CH3:33])=[C:30]([O:34][CH3:35])[CH:29]=[CH:28][C:23]=1[CH:24]=[CH:25][CH2:26]Br>>[O:1]([C:8]1[CH:13]=[CH:12][C:11]([CH:14]2[CH2:19][CH2:18][N:17]([CH2:26][CH:25]=[CH:24][C:23]3[CH:28]=[CH:29][C:30]([O:34][CH3:35])=[C:31]([O:32][CH3:33])[C:22]=3[O:21][CH3:20])[CH2:16][CH2:15]2)=[CH:10][CH:9]=1)[C:2]1[CH:3]=[CH:4][CH:5]=[CH:6][CH:7]=1. Procedure: The same procedure was followed as in Example 11 using the compound (9) synthesized in Example 2 and (2,3,4-trimethoxy)cinnamyl bromide to produce the above.